From a dataset of the Open Reaction Database (ORD), a public repository of structured organic reaction records. describe an organic reaction: reactants, conditions, products, and yield Starting materials: COC(COC1(CN(CC1)C(=O)OC(C)(C)C)C1=CC=CC=C1)=O (tert-butyl 3-(2-methoxy-2-oxoethoxy)-3-phenylpyrrolidine-1-carboxylate), Cl (hydrogen chloride). Run in O1CCOCC1 (1,4-dioxane). Conditions: time 1 hour. The product is COC(COC1(CNCC1)C1=CC=CC=C1)=O (Methyl[(3-phenylpyrrolidin-3-yl)oxy]acetate). Reaction SMILES: [CH3:1][O:2][C:3](=[O:24])[CH2:4][O:5][C:6]1([C:18]2[CH:23]=[CH:22][CH:21]=[CH:20][CH:19]=2)[CH2:10][CH2:9][N:8](C(OC(C)(C)C)=O)[CH2:7]1.Cl>O1CCOCC1>[CH3:1][O:2][C:3](=[O:24])[CH2:4][O:5][C:6]1([C:18]2[CH:23]=[CH:22][CH:21]=[CH:20][CH:19]=2)[CH2:10][CH2:9][NH:8][CH2:7]1. Reported procedure: To tert-butyl 3-(2-methoxy-2-oxoethoxy)-3-phenylpyrrolidine-1-carboxylate (160 mg, 0.00048 mol) was added 4 M of hydrogen chloride in 1,4-dioxane (1 mL) and the resulting solution was stirred for 1 h. The reaction mixture was then concentrated in-vacuo and the crude product was used directly in the next step. Reactants: CN=C=S, CN(C)c1ccncc1, CCOC(C)=O, COC(=O)C(Cc1ccc(-c2ccccc2OC)cc1)NC(=O)c1ccc(N)cc1Cl, CCN(C(C)C)C(C)C, CN(C)C=O. The product is CNC(=S)Nc1ccc(C(=O)NC(Cc2ccc(-c3ccccc3OC)cc2)C(=O)OC)c(Cl)c1. As a reaction SMILES: [CH3:1][N:2]=[C:3]=[S:4].[CH3:50][N:51]([c:52]1[cH:53][cH:54][n:55][cH:56][cH:57]1)[CH3:58].[CH3:59][CH2:60][O:61][C:62]([CH3:63])=[O:64].[CH3:5][O:6][C:7]([CH:8]([NH:9][C:10]([c:11]1[c:12]([Cl:18])[cH:13][c:14]([NH2:17])[cH:15][cH:16]1)=[O:19])[CH2:20][c:21]1[cH:22][cH:23][c:24](-[c:27]2[c:28]([O:33][CH3:34])[cH:29][cH:30][cH:31][cH:32]2)[cH:25][cH:26]1)=[O:35].[CH:36]([N:37]([CH2:38][CH3:39])[CH:40]([CH3:41])[CH3:42])([CH3:43])[CH3:44].[O:45]=[CH:46][N:47]([CH3:48])[CH3:49]>>[CH3:1][NH:2][C:3](=[S:4])[NH:17][c:14]1[cH:13][c:12]([Cl:18])[c:11]([C:10]([NH:9][CH:8]([C:7]([O:6][CH3:5])=[O:35])[CH2:20][c:21]2[cH:22][cH:23][c:24](-[c:27]3[c:28]([O:33][CH3:34])[cH:29][cH:30][cH:31][cH:32]3)[cH:25][cH:26]2)=[O:19])[cH:16][cH:15]1. The reactants are [Si](C)(C)(C(C)(C)C)OC1=C2[C@H]3[C@H](C(OC2=CC(=C1)CCCCC)=O)CCCC3 ((6aR*,10aR*)-1-(tert-butyldimethylsilyloxy)-3-pentyl-6a,7,8,9,10,10a-hexahydrobenzo[c]chromen-6-one), COC=1C=CC(=CC1)P2(=S)SP(=S)(S2)C=3C=CC(=CC3)OC (Lawesson's reagent). The solvent is C=1(C(=CC=CC1)C)C (xylene). Yields the product [Si](C)(C)(C(C)(C)C)OC1=C2C3C(C(OC2=CC(=C1)CCCCC)=S)CCCC3 (1-(tert-butyldimethylsilyloxy)-3-pentyl-6a,7,8,9,10,10a-hexahydrobenzo[c]chromene-6-thione). As a reaction SMILES: [Si:1]([O:8][C:9]1[CH:18]=[C:17]([CH2:19][CH2:20][CH2:21][CH2:22][CH3:23])[CH:16]=[C:15]2[C:10]=1[C@@H:11]1[CH2:28][CH2:27][CH2:26][CH2:25][C@H:12]1[C:13](=O)[O:14]2)([C:4]([CH3:7])([CH3:6])[CH3:5])([CH3:3])[CH3:2].COC1C=CC(P2(SP(C3C=CC(OC)=CC=3)(=S)S2)=[S:38])=CC=1>C1(C)C(C)=CC=CC=1>[Si:1]([O:8][C:9]1[CH:18]=[C:17]([CH2:19][CH2:20][CH2:21][CH2:22][CH3:23])[CH:16]=[C:15]2[C:10]=1[CH:11]1[CH2:28][CH2:27][CH2:26][CH2:25][CH:12]1[C:13](=[S:38])[O:14]2)([C:4]([CH3:7])([CH3:6])[CH3:5])([CH3:3])[CH3:2]. Procedure details: 2.00 g (4.97 mmol) of (6aR*,10aR*)-1-(tert-butyldimethylsilyloxy)-3-pentyl-6a,7,8,9,10,10a-hexahydrobenzo[c]chromen-6-one was heated under reflux at 140° C. for 17 h with 4.25 g (10.2 mmol) of Lawesson's reagent in xylene. Starting materials: COC(C1=C(C=CC=C1)NC1=CC=C(C=C1)CCCC1=CC(=C(C=C1)Cl)Cl)=O (2-{4-[3-(3,4-dichlorophenyl)-propyl]phenylamino}benzoic acid methyl ester), [OH-].[Na+] (NaOH). Run in CCO (EtOH), C1CCOC1 (THF). Yields the product ClC=1C=C(C=CC1Cl)CCCC1=CC=C(C=C1)NC1=C(C(=O)O)C=CC=C1 (2-{4-[3-(3,4-Dichlorophenyl)propyl]phenylamino}-benzoic acid). The yield is 80.8%. RXN SMILES: C[O:2][C:3](=[O:28])[C:4]1[CH:9]=[CH:8][CH:7]=[CH:6][C:5]=1[NH:10][C:11]1[CH:16]=[CH:15][C:14]([CH2:17][CH2:18][CH2:19][C:20]2[CH:25]=[CH:24][C:23]([Cl:26])=[C:22]([Cl:27])[CH:21]=2)=[CH:13][CH:12]=1.[OH-].[Na+]>CCO.C1COCC1>[Cl:27][C:22]1[CH:21]=[C:20]([CH2:19][CH2:18][CH2:17][C:14]2[CH:15]=[CH:16][C:11]([NH:10][C:5]3[CH:6]=[CH:7][CH:8]=[CH:9][C:4]=3[C:3]([OH:28])=[O:2])=[CH:12][CH:13]=2)[CH:25]=[CH:24][C:23]=1[Cl:26] |f:1.2|. Procedure: The title compound was prepared from 2-{4-[3-(3,4-dichlorophenyl)-propyl]phenylamino}benzoic acid methyl ester (0.41 g, 0.99 mmol), 1N NaOH (4.0 mL) in EtOH (4 mL) and THF (4 mL) using the procedure described in Example 2. This procedure yielded a yellow solid, 0.32 g (0.80 mmol, 81%) of the desired product mp 120-126° C. The reactants are Cn1ncc([N+](=O)[O-])c1Cl, FC1CCNC1. The product is Cn1ncc([N+](=O)[O-])c1N1CCC(F)C1. Reaction SMILES: [Cl:1][c:2]1[c:3]([N+:8](=[O:9])[O-:10])[cH:4][n:5][n:6]1[CH3:7].[F:11][CH:12]1[CH2:13][NH:14][CH2:15][CH2:16]1>>[c:2]1([N:14]2[CH2:13][CH:12]([F:11])[CH2:16][CH2:15]2)[c:3]([N+:8](=[O:9])[O-:10])[cH:4][n:5][n:6]1[CH3:7]. The reactants are [H-].[H-].[H-].[H-].[Li+].[Al+3] (LiAlH4), C(C)OC(CC1=CC=CC(=N1)NC)=O (ethyl-2-(methylamino)-6-pyridylacetate), C1CCOC1 (THF), C1CCOC1 (THF). Conditions: temperature 0 celsius. As a reaction SMILES: [H-].[H-].[H-].[H-].[Li+].[Al+3].C(O[C:10](=O)[CH2:11][C:12]1[N:17]=[C:16]([NH:18][CH3:19])[CH:15]=[CH:14][CH:13]=1)C.C1C[O:24]CC1>>[CH3:19][NH:18][C:16]1[N:17]=[C:12]([CH:11]([OH:24])[CH3:10])[CH:13]=[CH:14][CH:15]=1 |f:0.1.2.3.4.5|. The product is CNC1=CC=CC(=N1)C(C)O (6-(Methylamino)-2-pyridylethanol). Reported procedure: To a mechanically stirred solution of LiAlH4 in THF (1.0 M, 20 mL, 20.4 mmol) was added dropwise a solution of ethyl-2-(methylamino)-6-pyridylacetate (0.38 g, 2 mmol) in THF (10 mL). After the addition was completed, the reaction mixture was warmed to 0° C. and quenched with 10% NaOH solution. The solids were removed by filtration, and the filtrate was concentrated in vacuum. The residue was dissolved in CH2Cl2 and the solution was dried (MgSO4) and concentrated. Reconcentration from toluene (3×... The reactants are O=C([O-])[O-], CNC, CS(=O)(=O)OCCC=CC(=O)N1CCc2c(sc3ncnc(Nc4ccc(OCc5ccccn5)c(Cl)c4)c23)C1, [Cs+], [Cs+], CN(C)C=O. Product: CN(C)CCC=CC(=O)N1CCc2c(sc3ncnc(Nc4ccc(OCc5ccccn5)c(Cl)c4)c23)C1. RXN SMILES: [C:41](=[O:42])([O-:43])[O-:44].[CH3:47][NH:48][CH3:49].[Cl:1][c:2]1[cH:3][c:4]([NH:16][c:17]2[n:18][cH:19][n:20][c:21]3[s:22][c:23]4[c:28]([c:29]23)[CH2:27][CH2:26][N:25]([C:30]([CH:31]=[CH:32][CH2:33][CH2:34][O:35][S:36]([CH3:37])(=[O:38])=[O:39])=[O:40])[CH2:24]4)[cH:5][cH:6][c:7]1[O:8][CH2:9][c:10]1[n:11][cH:12][cH:13][cH:14][cH:15]1.[Cs+:45].[Cs+:46].[O:50]=[CH:51][N:52]([CH3:53])[CH3:54]>>[Cl:1][c:2]1[cH:3][c:4]([NH:16][c:17]2[n:18][cH:19][n:20][c:21]3[s:22][c:23]4[c:28]([c:29]23)[CH2:27][CH2:26][N:25]([C:30]([CH:31]=[CH:32][CH2:33][CH2:34][N:48]([CH3:47])[CH3:49])=[O:40])[CH2:24]4)[cH:5][cH:6][c:7]1[O:8][CH2:9][c:10]1[n:11][cH:12][cH:13][cH:14][cH:15]1.